From a dataset of the Open Reaction Database (ORD), a public repository of structured organic reaction records. describe an organic reaction: reactants, conditions, products, and yield The reactants are COc2ccc1cc([Si](C)(C)C)ccc1c2 (substrate), Cc1ccc([Mg]Br)cc1 (effective_coupling_partner). Conditions: temperature 60 celsius, time 4 hour. Reagents/catalysts: C1-CDC. The product is Cc3ccc(c2ccc1cc([Si](C)(C)C)ccc1c2)cc3. Reactants: [F-].C(CCC)[N+](CCCC)(CCCC)CCCC (tetra n-butylammonium fluoride), C(C)(C)(C)OC(=O)N[C@H]([C@H](C(CC#C)O)O[Si](C(C)C)(C(C)C)C(C)C)CC1CCCCC1 ((4RS,5R,6S)-N-[(tert-butyloxy)carbonyl]-6-amino-5-(triisopropylsilyloxy)-7-cyclohexyl-1-heptyn-4-ol), C1CCOC1 (THF), CCOC(=O)C (EtOAc). Run in CCCCCC (hexane). Reaction conditions: time 1 hour. Product: C(C)(C)(C)OC(=O)C#CCC(C(C(CC1CCCCC1)N)O)O ((tert-butyloxycarbonyl]-6-(amino)-4,5-dihydroxy-7-cyclohexyl-1-heptyne). Isolated yield 53.0%. As a reaction SMILES: [F-].C([N+](C[CH2:16][CH2:17][CH3:18])(CCCC)CCCC)CCC.C(OC([NH:26][C@@H:27]([CH2:45][CH:46]1[CH2:51][CH2:50][CH2:49][CH2:48][CH2:47]1)[C@@H:28]([O:34][Si](C(C)C)(C(C)C)C(C)C)[CH:29]([OH:33])[CH2:30][C:31]#[CH:32])=O)(C)(C)C.CC[O:54][C:55](C)=[O:56].[CH2:58]1COCC1>CCCCCC>[C:17]([O:56][C:55]([C:32]#[C:31][CH2:30][CH:29]([OH:33])[CH:28]([OH:34])[CH:27]([NH2:26])[CH2:45][CH:46]1[CH2:47][CH2:48][CH2:49][CH2:50][CH2:51]1)=[O:54])([CH3:16])([CH3:18])[CH3:58] |f:0.1|. Reported procedure: A 1.0M tetra n-butylammonium fluoride Solution (21.5 mmol) in THF (21.5 mL) was added dropwise to the title alkyne of Step 5 (5.41 mmol) at room temperature. Thin-layer chromatography (TLC) (20% EtOAc in hexane) showed the reaction was completed in 1 h. The solution was concentrated and EtOAc (160 mL) was added. The solution was washed with H2O (3×60 mL), brine (100 mL), and then dried over MgSO4. After evaporation, the residue (a clear, yellow liquid) was purified by column chromatography and t... Starting materials: COC(CN1C(=NC(=C1)C(F)(F)F)C=1SC=CN1)=O ((2-thiazol-2-yl-4-trifluoromethyl-imidazol-1-yl)-acetic acid methyl ester), C[Al](C)C (AlMe3), C1(=CC=CC=C1)C (toluene), C(C)NC1=C(C=NC=C1)N (N4-ethyl-pyridine-3,4-diamine). Solvent: C(Cl)Cl (CH2Cl2), CO (MeOH), C(Cl)Cl (CH2Cl2), [OH-].[Na+] (NaOH). Reaction conditions: time 1 hour. Yields the product C(C)N1C(=NC=2C=NC=CC21)CN2C(=NC(=C2)C(F)(F)F)C=2SC=CN2 (1-ethyl-2-{[2-(1,3-thiazol-2-yl)-4-(trifluoromethyl)-1H-imidazol-1-yl]methyl}-1H-imidazo[4,5-c]pyridine). As a reaction SMILES: [CH2:1]([NH:3][C:4]1[CH:9]=[CH:8][N:7]=[CH:6][C:5]=1[NH2:10])[CH3:2].C[Al](C)C.C1(C)C=CC=CC=1.CO[C:24](=O)[CH2:25][N:26]1[CH:30]=[C:29]([C:31]([F:34])([F:33])[F:32])[N:28]=[C:27]1[C:35]1[S:36][CH:37]=[CH:38][N:39]=1>C(Cl)Cl.[OH-].[Na+].CO>[CH2:1]([N:3]1[C:4]2[CH:9]=[CH:8][N:7]=[CH:6][C:5]=2[N:10]=[C:24]1[CH2:25][N:26]1[CH:30]=[C:29]([C:31]([F:32])([F:33])[F:34])[N:28]=[C:27]1[C:35]1[S:36][CH:37]=[CH:38][N:39]=1)[CH3:2] |f:5.6|. Procedure details: To a mixture of N4-ethyl-pyridine-3,4-diamine (94 mg, 0.687 mmol) in CH2Cl2 (5 mL) at room temperature under N2 is added 2.0 M AlMe3 in toluene (0.43 mL, 0.858 mmol), and the resulting mixture is stirred at room temperature for 1 h. Next, a solution of (2-thiazol-2-yl-4-trifluoromethyl-imidazol-1-yl)-acetic acid methyl ester (100 mg, 0.343 mmol) in CH2Cl2 is added via cannula. The reaction mixture is then stirred at reflux overnight. After cooling to rt, it is treated with MeOH (˜1 mL). The mixt... Reactants: [BH3-]C#N, C1CCNC1, CO, O=Cc1ccccc1-c1ccc(C(=O)N2Cc3ccc(C(=O)NCc4cccnc4)n3Cc3ccccc32)cc1, [Cl-], [Cl-], [Na+], [Zn+2]. Product: O=C(NCc1cccnc1)c1ccc2n1Cc1ccccc1N(C(=O)c1ccc(-c3ccccc3CN3CCCC3)cc1)C2. RXN SMILES: [C:46]([BH3-:47])#[N:48].[CH2:41]1[CH2:42][CH2:43][NH:44][CH2:45]1.[CH3:50][OH:51].[CH:1](=[O:2])[c:3]1[c:4](-[c:9]2[cH:10][cH:11][c:12]([C:15](=[O:16])[N:17]3[CH2:18][c:19]4[n:20]([c:28]([C:31](=[O:32])[NH:33][CH2:34][c:35]5[cH:36][n:37][cH:38][cH:39][cH:40]5)[cH:29][cH:30]4)[CH2:21][c:22]4[c:23]3[cH:24][cH:25][cH:26][cH:27]4)[cH:13][cH:14]2)[cH:5][cH:6][cH:7][cH:8]1.[Cl-:52].[Cl-:54].[Na+:49].[Zn+2:53]>>[CH2:1]([c:3]1[c:4](-[c:9]2[cH:10][cH:11][c:12]([C:15](=[O:16])[N:17]3[CH2:18][c:19]4[n:20]([c:28]([C:31](=[O:32])[NH:33][CH2:34][c:35]5[cH:36][n:37][cH:38][cH:39][cH:40]5)[cH:29][cH:30]4)[CH2:21][c:22]4[c:23]3[cH:24][cH:25][cH:26][cH:27]4)[cH:13][cH:14]2)[cH:5][cH:6][cH:7][cH:8]1)[N:44]1[CH2:43][CH2:42][CH2:41][CH2:45]1. Starting materials: [OH-].[Na+] (sodium hydroxide), S(=O)(=O)([O-])[O-].[Na+].[Na+] (sodium sulphate), O=C1NC2=C(SC1)C=CC(=N2)C(=O)OC (methyl 3-oxo-3,4-dihydro-2H-pyrido[3,2-b][1,4]thiazine-6-carboxylate), solution, [H-].[Al+3].[Li+].[H-].[H-].[H-] (lithium aluminium hydride). Solvent: C(Cl)(Cl)Cl (chloroform), O1CCCC1 (tetrahydrofuran), CCOCC (ether). Reaction conditions: time 30 minute. Yields the product S1C2=C(NCC1)N=C(C=C2)CO ((3,4-Dihydro-2H-pyrido[3,2-b][1,4]thiazine-6-yl)-methanol). The yield is 59.3%. Reaction SMILES: O=[C:2]1[CH2:7][S:6][C:5]2[CH:8]=[CH:9][C:10]([C:12](OC)=[O:13])=[N:11][C:4]=2[NH:3]1.[H-].[Al+3].[Li+].[H-].[H-].[H-].[OH-].[Na+].S([O-])([O-])(=O)=O.[Na+].[Na+]>O1CCCC1.CCOCC.C(Cl)(Cl)Cl>[S:6]1[CH2:7][CH2:2][NH:3][C:4]2[N:11]=[C:10]([CH2:12][OH:13])[CH:9]=[CH:8][C:5]1=2 |f:1.2.3.4.5.6,7.8,9.10.11|. Procedure details: A solution of methyl 3-oxo-3,4-dihydro-2H-pyrido[3,2-b][1,4]thiazine-6-carboxylate (31a) (1.0 g) in dry tetrahydrofuran (170 ml) was treated with a 1M solution of lithium aluminium hydride in ether (14 ml) and the mixture was heated under reflux for 18 hours. It was cooled and a slight excess of 2N sodium hydroxide was added followed by chloroform and anhydrous sodium sulphate and the mixture was stirred for 30 minutes and filtered. The solution was evaporated to dryness to give a semi-solid (0.... Starting materials: C(C)N1N=C(C(=C1)C1=CC=NC=C1)C=1C(=C(C=CC1F)N(S(=O)(=O)C1=C(C=CC(=C1)F)F)COCCOC)F (N-[3-(1-ethyl-4-pyridin-4-yl-1H-pyrazol-3-yl)-2,4-difluoro-phenyl]-2,5-difluoro-N-(2-methoxy-ethoxymethyl)-benzenesulfonamide), Tosylanhydride, C(C)(C)(C)N (t-butyl amine), FC(C(=O)O)(F)F (Trifluoroacetic acid), tosylanhydride, C1=CC(=CC(=C1)Cl)C(=O)OO (mCPBA), C1=CC(=CC(=C1)Cl)C(=O)OO (mCPBA), C(C)(C)(C)N (t-butyl amine). Run in C(Cl)Cl (DCM), C(Cl)Cl (DCM). Reaction conditions: time 3 hour. Yields the product NC1=NC=CC(=C1)C=1C(=NN(C1)CC)C=1C(=C(C=CC1F)NS(=O)(=O)C1=C(C=CC(=C1)F)F)F (N-{3-[4-(2-amino-pyridin-4-yl)-1-ethyl-1H-pyrazol-3-yl]-2,4-difluoro-phenyl}-2,5-difluoro-benzenesulfonamide). The yield is 43.1%. RXN SMILES: [CH2:1]([N:3]1[CH:7]=[C:6]([C:8]2[CH:13]=[CH:12][N:11]=[CH:10][CH:9]=2)[C:5]([C:14]2[C:15]([F:39])=[C:16]([N:21](COCCOC)[S:22]([C:25]3[CH:30]=[C:29]([F:31])[CH:28]=[CH:27][C:26]=3[F:32])(=[O:24])=[O:23])[CH:17]=[CH:18][C:19]=2[F:20])=[N:4]1)[CH3:2].C1C=C(Cl)C=C(C(OO)=O)C=1.C([NH2:55])(C)(C)C.FC(F)(F)C(O)=O>C(Cl)Cl>[NH2:55][C:12]1[CH:13]=[C:8]([C:6]2[C:5]([C:14]3[C:15]([F:39])=[C:16]([NH:21][S:22]([C:25]4[CH:30]=[C:29]([F:31])[CH:28]=[CH:27][C:26]=4[F:32])(=[O:24])=[O:23])[CH:17]=[CH:18][C:19]=3[F:20])=[N:4][N:3]([CH2:1][CH3:2])[CH:7]=2)[CH:9]=[CH:10][N:11]=1. Procedure details: N-[3-(1-ethyl-4-pyridin-4-yl-1H-pyrazol-3-yl)-2,4-difluoro-phenyl]-2,5-difluoro-N-(2-methoxy-ethoxymethyl)-benzenesulfonamide (123 mg, 0.217 mmol) was dissolved in dry DCM, mCPBA (75 mg, 2 eq) was added and the reaction mixture was stirred at room temperature for 3 hours. A further addition of mCPBA was made (50 mg) and the mixture was stirred for 2 more hours. It was then diluted with DCM, washed with saturated aqueous NaHCO3 and brine, dried over Na2SO4 and evaporated to dryness. The crude int... Reactants: C(C)(=O)OC=CC1=CC=CC=C1 (acetoxystyrene), C(C=C)(=O)OC(C)(C)C (t-butyl acrylate). Run in C1(=CC=CC=C1)C (toluene). Run at temperature 60 celsius. The product is OC=CC1=CC=CC=C1 (Hydroxystyrene). RXN SMILES: C([O:4][CH:5]=[CH:6][C:7]1[CH:12]=[CH:11][CH:10]=[CH:9][CH:8]=1)(=O)C.C(OC(C)(C)C)(=O)C=C>C1(C)C=CC=CC=1>[OH:4][CH:5]=[CH:6][C:7]1[CH:12]=[CH:11][CH:10]=[CH:9][CH:8]=1. Procedure: A 22 L reactor was charged with 2.919 kg acetoxystyrene, 1.538 kg t-butyl acrylate, 231 g BPO and 6 L toluene. The reactor was purged with nitrogen, and the reaction solution was heated at 60° C. under a N2 atmosphere for 23 h. The solution was then cooled to room temperature, diluted with an additional 12 L of toluene, and 248 L of heptane:isopropyl alcohol (30:1) was added. The precipitate was collected by vacuum filtration, and washed with 24 L heptane. The solid was recrystalized by first di... Reactants: C(CCC)[Sn](CCCC)(CCCC)Cl (tri-n-butyltin chloride), CC1(N=C(OC1)C=1SC=CC1)C (4,5-dihydro-4,4-dimethyl-2-(2-thienyl)-oxazole), solution, C(CCC)[Li] (n-butyl lithium). The solvent is CCOCC (ether), CCOCC (ether), CCCCCC (hexane). Run at temperature -78 celsius, time 45 minute. The product is CC1(N=C(OC1)C=1SC=CC1[Sn](CCCC)(CCCC)CCCC)C (4,5-Dihydro-4,4-dimethyl-2- [3-(tributylstannyl]-2-thienyl]-oxazole). Reaction SMILES: [CH3:1][C:2]1([CH3:12])[CH2:6][O:5][C:4]([C:7]2[S:8][CH:9]=[CH:10][CH:11]=2)=[N:3]1.C([Li])CCC.[CH2:18]([Sn:22](Cl)([CH2:27][CH2:28][CH2:29][CH3:30])[CH2:23][CH2:24][CH2:25][CH3:26])[CH2:19][CH2:20][CH3:21]>CCOCC.CCCCCC>[CH3:1][C:2]1([CH3:12])[CH2:6][O:5][C:4]([C:7]2[S:8][CH:9]=[CH:10][C:11]=2[Sn:22]([CH2:23][CH2:24][CH2:25][CH3:26])([CH2:27][CH2:28][CH2:29][CH3:30])[CH2:18][CH2:19][CH2:20][CH3:21])=[N:3]1. Procedure: To a solution of 4.5 g of 4,5-dihydro-4,4-dimethyl-2-(2-thienyl)-oxazole in 200 ml of anhydrous ether at -70° C. is added 11 ml of a 2.5M solution of n-butyl lithium in hexane, dropwise under a nitrogen atmosphere. The reaction mixture is stirred at -78° C. for 45 minutes and 8.3 g of tri-n-butyltin chloride in dry ether added dropwise. The reaction mixture is stirred at room temperature for 1 hour and quenched with water. The reaction mixture is extracted with ether, washed with water, dried ov... Starting materials: C1(=CC=CC=C1)P(C1=CC=CC=C1)(C1=CC=CC=C1)=O (triphenylphosphine oxide), BrC1=CN=C(S1)N1CCOCC1 (4-(5-bromo-thiazol-2-yl)-morpholine), ClC1=C2C=C(N=CC2=C(C=C1)F)C=1C(=NC=C(C1)B1OC(C(O1)(C)C)(C)C)N (3-(5-Chloro-8-fluoroisoquinolin-3-yl)-5-(4,4,5,5-tetramethyl-[1,3,2]dioxaborolan-2-yl)-pyridin-2-ylamine), C([O-])([O-])=O.[K+].[K+] (potassium carbonate). Reagents/catalysts: C=1C=CC(=CC1)[P](C=2C=CC=CC2)(C=3C=CC=CC3)[Pd]([P](C=4C=CC=CC4)(C=5C=CC=CC5)C=6C=CC=CC6)([P](C=7C=CC=CC7)(C=8C=CC=CC8)C=9C=CC=CC9)[P](C=1C=CC=CC1)(C=1C=CC=CC1)C=1C=CC=CC1 (Pd(PPh3)4). The solvent is COCCOC.O (DME water), CO.C1CCOC1 (MeOH THF). Run at temperature 100 celsius. Yields the product ClC1=C2C=C(N=CC2=C(C=C1)F)C=1C(=NC=C(C1)C1=CN=C(S1)N1CCOCC1)N (3-(5-Chloro-8-fluoroisoquinolin-3-yl)-5-(2-morpholin-4-ylthiazol-5-yl)-pyridin-2-ylamine). Reaction SMILES: Br[C:2]1[S:6][C:5]([N:7]2[CH2:12][CH2:11][O:10][CH2:9][CH2:8]2)=[N:4][CH:3]=1.[Cl:13][C:14]1[CH:23]=[CH:22][C:21]([F:24])=[C:20]2[C:15]=1[CH:16]=[C:17]([C:25]1[C:26]([NH2:40])=[N:27][CH:28]=[C:29](B3OC(C)(C)C(C)(C)O3)[CH:30]=1)[N:18]=[CH:19]2.C(=O)([O-])[O-].[K+].[K+].C1(P(=O)(C2C=CC=CC=2)C2C=CC=CC=2)C=CC=CC=1>CO.C1COCC1.C1C=CC([P]([Pd]([P](C2C=CC=CC=2)(C2C=CC=CC=2)C2C=CC=CC=2)([P](C2C=CC=CC=2)(C2C=CC=CC=2)C2C=CC=CC=2)[P](C2C=CC=CC=2)(C2C=CC=CC=2)C2C=CC=CC=2)(C2C=CC=CC=2)C2C=CC=CC=2)=CC=1.COCCOC.O>[Cl:13][C:14]1[CH:23]=[CH:22][C:21]([F:24])=[C:20]2[C:15]=1[CH:16]=[C:17]([C:25]1[C:26]([NH2:40])=[N:27][CH:28]=[C:29]([C:2]3[S:6][C:5]([N:7]4[CH2:12][CH2:11][O:10][CH2:9][CH2:8]4)=[N:4][CH:3]=3)[CH:30]=1)[N:18]=[CH:19]2 |f:2.3.4,6.7,9.10,^1:77,79,98,117|. Procedure: A solution of 4-(5-bromo-thiazol-2-yl)-morpholine (52.4 mg, 0.210 mmol), 3-(5-chloro-8-fluoroisoquinolin-3-yl)-5-(4,4,5,5-tetramethyl-1,3,2-dioxaborolan-2-yl)-pyridin-2-ylamine (BB5) (70 mg, 0.18 mmol), potassium carbonate (77.5 mg, 0.560 mmol), and Pd(PPh3)4 (0.01 g, 0.01 mmol) in previously degassed DME/water (4:1) (1.95 mL) was placed in a microwave tube and evacuated and charged with N2 (2×). The reaction mixture was heated in the microwave reactor to 100° C. for 45 min. The reaction mixture...